Dataset: the Open Reaction Database (ORD), a public repository of structured organic reaction records. Task: describe an organic reaction: reactants, conditions, products, and yield Starting materials: CNC(=C[N+](=O)[O-])SC, CC#N, NCCSCc1nccc(NC(N)=NCC(F)(F)F)n1. Product: CNC(=C[N+](=O)[O-])NCCSCc1nccc(NC(N)=NCC(F)(F)F)n1. As a reaction SMILES: [CH3:21][NH:22][C:23](=[CH:24][N+:25](=[O:26])[O-:27])[S:28][CH3:29].[CH3:30][C:31]#[N:32].[F:1][C:2]([CH2:3][N:4]=[C:5]([NH:6][c:7]1[n:8][c:9]([CH2:13][S:14][CH2:15][CH2:16][NH2:17])[n:10][cH:11][cH:12]1)[NH2:18])([F:19])[F:20]>>[F:1][C:2]([CH2:3][N:4]=[C:5]([NH:6][c:7]1[n:8][c:9]([CH2:13][S:14][CH2:15][CH2:16][NH:17][C:23]([NH:22][CH3:21])=[CH:24][N+:25](=[O:26])[O-:27])[n:10][cH:11][cH:12]1)[NH2:18])([F:19])[F:20]. Reactants: O=C([O-])[O-], Fc1cnccc1-c1nc2cc(C(F)(F)F)ccc2o1, FC(F)(F)c1cn[nH]c1, [K+], [K+], CN(C)C=O, O. Yields the product FC(F)(F)c1ccc2oc(-c3ccncc3-n3cc(C(F)(F)F)cn3)nc2c1. As a reaction SMILES: [C:30](=[O:31])([O-:32])[O-:33].[F:1][c:2]1[cH:3][n:4][cH:5][cH:6][c:7]1-[c:8]1[o:9][c:10]2[c:11]([n:12]1)[cH:13][c:14]([C:17]([F:18])([F:19])[F:20])[cH:15][cH:16]2.[F:21][C:22]([c:23]1[cH:24][n:25][nH:26][cH:27]1)([F:28])[F:29].[K+:34].[K+:35].[O:36]=[CH:37][N:38]([CH3:39])[CH3:40].[OH2:41]>>[c:2]1(-[n:26]2[n:25][cH:24][c:23]([C:22]([F:21])([F:28])[F:29])[cH:27]2)[cH:3][n:4][cH:5][cH:6][c:7]1-[c:8]1[o:9][c:10]2[c:11]([n:12]1)[cH:13][c:14]([C:17]([F:18])([F:19])[F:20])[cH:15][cH:16]2. Reactants: C(C)(C)(C)OC(=O)N1CC(C(CC1)=O)C(C1=CC=C(C=C1)F)=O (3-(4-fluoro-benzoyl)-4-oxo-piperidine-1-carboxylic acid tert-butyl ester), FC(C(=O)O)(F)F.CC1N(CCC1)C(=N)N (2-methyl-pyrrolidine-1-carboxamidine trifluoroacetate), C(=O)([O-])[O-].[K+].[K+] (K2CO3). Solvent: O (H2O), CC#N (MeCN). The product is C(C)(C)(C)OC(=O)N1CC2=C(N=C(N=C2C2=CC=C(C=C2)F)N2C(CCC2)C)CC1 (4-(4-Fluoro-phenyl)-2-(2-methyl-pyrrolidin-1-yl)-7,8-dihydro-5H-pyrido[4,3-d]pyrimidine-6-carboxylic acid tert-butyl ester). Yield: 80.7%. RXN SMILES: [C:1]([O:5][C:6]([N:8]1[CH2:13][CH2:12][C:11](=O)[CH:10]([C:15](=O)[C:16]2[CH:21]=[CH:20][C:19]([F:22])=[CH:18][CH:17]=2)[CH2:9]1)=[O:7])([CH3:4])([CH3:3])[CH3:2].FC(F)(F)C(O)=O.[CH3:31][CH:32]1[CH2:36][CH2:35][CH2:34][N:33]1[C:37]([NH2:39])=[NH:38].C([O-])([O-])=O.[K+].[K+]>CC#N.O>[C:1]([O:5][C:6]([N:8]1[CH2:13][CH2:12][C:11]2[N:38]=[C:37]([N:33]3[CH2:34][CH2:35][CH2:36][CH:32]3[CH3:31])[N:39]=[C:15]([C:16]3[CH:21]=[CH:20][C:19]([F:22])=[CH:18][CH:17]=3)[C:10]=2[CH2:9]1)=[O:7])([CH3:4])([CH3:3])[CH3:2] |f:1.2,3.4.5|. Procedure details: To a mixture of 3-(4-fluoro-benzoyl)-4-oxo-piperidine-1-carboxylic acid tert-butyl ester (0.20 g, 0.62 mmol) and 2-methyl-pyrrolidine-1-carboxamidine trifluoroacetate (0.14 g, 0.58 mmol) in MeCN (3 mL) was added K2CO3 (0.190 g, 1.4 mmol). The mixture was heated at reflux for 15 h, then cooled to rt, diluted with H2O and extracted with CH2Cl2 (2×). The combined organic extracts were dried and concentrated. The residue was purified by FCC to give the title compound (0.193 g, 81%) as a clear oil. M... The reactants are CCOCC, ClCCl, Cl, O=[N+]([O-])c1ccc(N2CCN(CCO)CC2)cc1. The product is O=[N+]([O-])c1ccc(N2CCN(CCCl)CC2)cc1. RXN SMILES: [CH3:23][CH2:24][O:25][CH2:26][CH3:27].[Cl:20][CH2:21][Cl:22].[ClH:19].[OH:1][CH2:2][CH2:3][N:4]1[CH2:5][CH2:6][N:7]([c:10]2[cH:11][cH:12][c:13]([N+:16](=[O:17])[O-:18])[cH:14][cH:15]2)[CH2:8][CH2:9]1>>[CH2:2]([CH2:3][N:4]1[CH2:5][CH2:6][N:7]([c:10]2[cH:11][cH:12][c:13]([N+:16](=[O:17])[O-:18])[cH:14][cH:15]2)[CH2:8][CH2:9]1)[Cl:19].